Dataset: the Open Reaction Database (ORD), a public repository of structured organic reaction records. Task: describe an organic reaction: reactants, conditions, products, and yield The reactants are OC1=CC=C(C=C1)CCC(=O)OC (methyl 3-(4-hydroxyphenyl)propanoate), CC1=C(CC=2C=C(CO)C=CC2)C(=CC=C1)C (3-(2,6-dimethylbenzyl)benzyl alcohol), C1(=CC=CC=C1)P(C1=CC=CC=C1)C1=CC=CC=C1 (triphenylphosphine), N(=NC(=O)OCC)C(=O)OCC (diethyl azodicarboxylate). Run in C1(=CC=CC=C1)C (toluene). Reaction conditions: time 1 hour. Product: CC1=C(CC=2C=C(COC3=CC=C(C=C3)CCC(=O)OC)C=CC2)C(=CC=C1)C (methyl 3-[4-[[3-(2,6-dimethylbenzyl)benzyl]oxy]phenyl]propanoate). The yield is 32.2%. As a reaction SMILES: [OH:1][C:2]1[CH:7]=[CH:6][C:5]([CH2:8][CH2:9][C:10]([O:12][CH3:13])=[O:11])=[CH:4][CH:3]=1.[CH3:14][C:15]1[CH:29]=[CH:28][CH:27]=[C:26]([CH3:30])[C:16]=1[CH2:17][C:18]1[CH:19]=[C:20]([CH:23]=[CH:24][CH:25]=1)[CH2:21]O.C1(P(C2C=CC=CC=2)C2C=CC=CC=2)C=CC=CC=1.N(C(OCC)=O)=NC(OCC)=O>C1(C)C=CC=CC=1>[CH3:14][C:15]1[CH:29]=[CH:28][CH:27]=[C:26]([CH3:30])[C:16]=1[CH2:17][C:18]1[CH:19]=[C:20]([CH:23]=[CH:24][CH:25]=1)[CH2:21][O:1][C:2]1[CH:3]=[CH:4][C:5]([CH2:8][CH2:9][C:10]([O:12][CH3:13])=[O:11])=[CH:6][CH:7]=1. Reported procedure: To a solution of methyl 3-(4-hydroxyphenyl)propanoate (180 mg), 3-(2,6-dimethylbenzyl)benzyl alcohol (226 mg) and triphenylphosphine (286 mg) in toluene (2 mL) was added dropwise diethyl azodicarboxylate (40% toluene solution 500 mg) at room temperature, and the mixture was stirred at room temperature for 1 hr. The reaction mixture was purified by silica gel column chromatography with ethyl acetate-hexane (gradient of 1:9 to 3:2 by volume ratio) to give the title compound (125 mg, yield 32%) as ... The reactants are COC(C1=NC=2NCCCC2C=C1CN1C(CN(CC1)C)=O)OC (1-((2-(dimethoxymethyl)-5,6,7,8-tetrahydro-1,8-naphthyridin-3-yl)methyl)-4-methylpiperazin-2-one), COC(C1=NC=2NCCCC2C=C1CN1C(CN(CC1)C)=O)OC (1-((2-(dimethoxymethyl)-5,6,7,8-tetrahydro-1,8-naphthyridin-3-yl)methyl)-4-methylpiperazin-2-one), C1(=CC=CC=C1)OC(NC1=NC=C(C(=C1)OCCOC)C#N)=O (phenyl(5-cyano-4-(2-methoxyethoxyl)pyridin-2-yl)carbamate), C1(=CC=CC=C1)OC(NC1=NC=C(C(=C1)OCCOC)C#N)=O (phenyl(5-cyano-4-(2-methoxyethoxyl)pyridin-2-yl)carbamate). The reagents and catalysts are CN(C)C=1C=CN=CC1 (DMAP). The solvent is CC(=O)N(C)C (DMA). Reaction conditions: temperature 90 celsius. Yields the product C(#N)C=1C(=CC(=NC1)NC(=O)N1CCCC2=CC(=C(N=C12)C(OC)OC)CN1C(CN(CC1)C)=O)OCCOC (N-(5-cyano-4-(2-methoxyethoxyl)pyridin-2-yl)-7-(dimethoxymethyl)-6-((4-methyl-2-oxopiperazin-1-yl)methyl)-3,4-dihydro-1,8-naphthyridine-1(2H)-carboxamide). As a reaction SMILES: [CH3:1][O:2][CH:3]([O:23][CH3:24])[C:4]1[C:13]([CH2:14][N:15]2[CH2:20][CH2:19][N:18]([CH3:21])[CH2:17][C:16]2=[O:22])=[CH:12][C:11]2[CH2:10][CH2:9][CH2:8][NH:7][C:6]=2[N:5]=1.C1([O:31][C:32](=O)[NH:33][C:34]2[CH:39]=[C:38]([O:40][CH2:41][CH2:42][O:43][CH3:44])[C:37]([C:45]#[N:46])=[CH:36][N:35]=2)C=CC=CC=1>CN(C1C=CN=CC=1)C.CC(N(C)C)=O>[C:45]([C:37]1[C:38]([O:40][CH2:41][CH2:42][O:43][CH3:44])=[CH:39][C:34]([NH:33][C:32]([N:7]2[C:6]3[C:11](=[CH:12][C:13]([CH2:14][N:15]4[CH2:20][CH2:19][N:18]([CH3:21])[CH2:17][C:16]4=[O:22])=[C:4]([CH:3]([O:23][CH3:24])[O:2][CH3:1])[N:5]=3)[CH2:10][CH2:9][CH2:8]2)=[O:31])=[N:35][CH:36]=1)#[N:46]. Reported procedure: A mixture of 1-((2-(dimethoxymethyl)-5,6,7,8-tetrahydro-1,8-naphthyridin-3-yl)methyl)-4-methylpiperazin-2-one (intermediate 81, 1.03 g, 3.08 mmol), phenyl(5-cyano-4-(2-methoxyethoxyl)pyridin-2-yl)carbamate (intermediate 108, 2.19 g, 6.16 mmol) and DMAP (753 mg, 6.16 mmol) in DMA (15 ml) was heated at 90° C. for 3.5 h. The cooled reaction mixture was partitioned between EtOAc and, the organic layer dried over MgSO4 and evaporated. The residue was purified by reversed phase chromatography (RP 4) a... Reactants: Clc1ccc(C=CCOC2CCNCC2)cc1, CC1(Cn2cc([N+](=O)[O-])nc2Cl)CO1. Product: CC(O)(CN1CCC(OCC=Cc2ccc(Cl)cc2)CC1)Cn1cc([N+](=O)[O-])nc1Cl. Reaction SMILES: [Cl:15][c:16]1[cH:17][cH:18][c:19]([CH:22]=[CH:23][CH2:24][O:25][CH:26]2[CH2:27][CH2:28][NH:29][CH2:30][CH2:31]2)[cH:20][cH:21]1.[Cl:1][c:2]1[n:3]([CH2:10][C:11]2([CH3:14])[O:12][CH2:13]2)[cH:4][c:5]([N+:7](=[O:8])[O-:9])[n:6]1>>[Cl:1][c:2]1[n:3]([CH2:10][C:11]([OH:12])([CH2:13][N:29]2[CH2:28][CH2:27][CH:26]([O:25][CH2:24][CH:23]=[CH:22][c:19]3[cH:18][cH:17][c:16]([Cl:15])[cH:21][cH:20]3)[CH2:31][CH2:30]2)[CH3:14])[cH:4][c:5]([N+:7](=[O:8])[O-:9])[n:6]1. Reactants: C(C)C1C(CC(C(C(OC(C2CCCCN2C(C(C2(C(CC(C(C(CC(CC(=C1)C)C)OC)O2)OC)C)O)=O)=O)=O)C(=CC2CC(C(CC2)=O)OCCC)C)C)O)=O (17-ethyl-1,14-dihydroxy-12-[2'-(3"-propyloxy-4"-oxocyclohexyl]-1'-methylvinyl]-23,25-dimethoxy-13,19,21,27-tetramethyl-11,28-dioxa-4-azatricyclo[22.3.1.04,9 ]octacos-18-ene-2,3,10,16-tetraone), C(C1=CC=CC=C1)N (benzyl amine), C(#N)[BH3-].[Na+] (sodium cyanoborohydride), ice water. The solvent is C(C)(C)O (isopropyl alcohol), C(C)(C)O (isopropyl alcohol). Reaction conditions: time 30 minute. Yields the product C(C)C1C(CC(C(C(OC(C2CCCCN2C(C(C2(C(CC(C(C(CC(CC(=C1)C)C)OC)O2)OC)C)O)=O)=O)=O)C(=CC2CC(C(CC2)NCC2=CC=CC=C2)OCCC)C)C)O)=O (17-Ethyl-1,14-dihydroxy-12-[2'-(4"-benzylamino-3"-propyloxycyclohexyl)-1'-methylvinyl]-23,25-dimethoxy-13,19,21,27-tetramethyl-11,28-dioxa-4-azatricyclo[22.3.1.04,9 ]octacos-18-ene-2,3,10,16-tetraone). RXN SMILES: [CH2:1]([CH:3]1[CH:29]=[C:28]([CH3:30])[CH2:27][CH:26]([CH3:31])[CH2:25][CH:24]([O:32][CH3:33])[CH:23]2[O:34][C:19]([OH:38])([CH:20]([CH3:37])[CH2:21][CH:22]2[O:35][CH3:36])[C:18](=[O:39])[C:17](=[O:40])[N:16]2[CH:11]([CH2:12][CH2:13][CH2:14][CH2:15]2)[C:10](=[O:41])[O:9][CH:8]([C:42]([CH3:55])=[CH:43][CH:44]2[CH2:49][CH2:48][C:47](=O)[CH:46]([O:51][CH2:52][CH2:53][CH3:54])[CH2:45]2)[CH:7]([CH3:56])[CH:6]([OH:57])[CH2:5][C:4]1=[O:58])[CH3:2].[CH2:59]([NH2:66])[C:60]1[CH:65]=[CH:64][CH:63]=[CH:62][CH:61]=1.C([BH3-])#N.[Na+]>C(O)(C)C>[CH2:1]([CH:3]1[CH:29]=[C:28]([CH3:30])[CH2:27][CH:26]([CH3:31])[CH2:25][CH:24]([O:32][CH3:33])[CH:23]2[O:34][C:19]([OH:38])([CH:20]([CH3:37])[CH2:21][CH:22]2[O:35][CH3:36])[C:18](=[O:39])[C:17](=[O:40])[N:16]2[CH:11]([CH2:12][CH2:13][CH2:14][CH2:15]2)[C:10](=[O:41])[O:9][CH:8]([C:42]([CH3:55])=[CH:43][CH:44]2[CH2:49][CH2:48][CH:47]([NH:66][CH2:59][C:60]3[CH:65]=[CH:64][CH:63]=[CH:62][CH:61]=3)[CH:46]([O:51][CH2:52][CH2:53][CH3:54])[CH2:45]2)[CH:7]([CH3:56])[CH:6]([OH:57])[CH2:5][C:4]1=[O:58])[CH3:2] |f:2.3|. Reported procedure: To a solution of 17-ethyl-1,14-dihydroxy-12-[2'-(3"-propyloxy-4"-oxocyclohexyl]-1'-methylvinyl]-23,25-dimethoxy-13,19,21,27-tetramethyl-11,28-dioxa-4-azatricyclo[22.3.1.04,9 ]octacos-18-ene-2,3,10,16-tetraone in dry isopropyl alcohol (3 ml) is added benzyl amine (86.5 mg). The mixture is stirred at r.t. for 30 minutes, and cooled to -78° C. To this solution is added a solution of sodium cyanoborohydride (6.7 mg) in isopropyl alcohol (0.5 ml). The reaction is stirred at -78° C. and poured into ic... Starting materials: BrCCCCBr, Cc1ccccc1, CN(C)c1ccncc1, CCN(C(C)C)C(C)C, ClCCl, Nc1ccc(Br)cn1. Yields the product Brc1ccc(N2CCCC2)nc1. RXN SMILES: [Br:18][CH2:19][CH2:20][CH2:21][CH2:22][Br:23].[CH3:27][c:28]1[cH:29][cH:30][cH:31][cH:32][cH:33]1.[CH3:34][N:35]([CH3:36])[c:37]1[cH:38][cH:39][n:40][cH:41][cH:42]1.[CH:9]([N:10]([CH:11]([CH3:12])[CH3:13])[CH2:14][CH3:15])([CH3:16])[CH3:17].[Cl:24][CH2:25][Cl:26].[NH2:1][c:2]1[n:3][cH:4][c:5]([Br:8])[cH:6][cH:7]1>>[N:1]1([c:2]2[n:3][cH:4][c:5]([Br:8])[cH:6][cH:7]2)[CH2:19][CH2:20][CH2:21][CH2:22]1. Reactants: C(C1=CC=C(C(=O)Cl)C=C1)(=O)Cl (terephthaloyl chloride), ClC1=C(C=CC(=C1)Cl)O (2,4-dichlorophenol), Cl (HCl). Solvent: N1=CC=CC=C1 (pyridine), N1=CC=CC=C1 (pyridine). Run at time 6 hour. Product: ClC1=C(C=CC(=C1)Cl)OC(C1=CC=C(C(=O)OC2=C(C=C(C=C2)Cl)Cl)C=C1)=O (bis(2,4-dichlorophenyl)-terephthalate). As a reaction SMILES: [C:1](Cl)(=[O:11])[C:2]1[CH:10]=[CH:9][C:5]([C:6](Cl)=[O:7])=[CH:4][CH:3]=1.[Cl:13][C:14]1[CH:19]=[C:18]([Cl:20])[CH:17]=[CH:16][C:15]=1[OH:21].[ClH:22]>N1C=CC=CC=1>[Cl:13][C:14]1[CH:19]=[C:18]([Cl:20])[CH:17]=[CH:16][C:15]=1[O:21][C:1](=[O:11])[C:2]1[CH:10]=[CH:9][C:5]([C:6]([O:21][C:15]2[CH:16]=[CH:17][C:18]([Cl:22])=[CH:19][C:14]=2[Cl:13])=[O:7])=[CH:4][CH:3]=1. Reported procedure: The nitrogen-purged apparatus described in Example 17A for the preparation of DCPSeb was charged with 300 ml of molecular sieves-dried pyridine and 20.3 g of terephthaloyl chloride (0.10 moles, MW=203.0, Aldrich, 97%), which gave a cloudy, yellow mixture. A solution of 32.6 g of 2,4-dichlorophenol (0.20 moles) in 100 ml of dry pyridine was dripped into the stirred mixture over 15 min, causing a 1.3° C. exotherm. The mixture thickened and turned white. It was stirred 6 h more and left unstirred o... Starting materials: CC=1C(=NC=C(C1)C)N1CCNCC1 (1-(3,5-dimethylpyridin-2-yl)piperazine), IC1=CC=C(C(=O)Cl)C=C1 (4-iodobenzoyl chloride). Product: CC=1C(=NC=C(C1)C)N1CCN(CC1)C(=O)C1=CC=C(C=C1)I ([4-(3,5-dimethylpyridin-2-yl)piperazin-1-yl](4-iodophenyl)methanone). Isolated yield 95.6%. RXN SMILES: [CH3:1][C:2]1[C:3]([N:9]2[CH2:14][CH2:13][NH:12][CH2:11][CH2:10]2)=[N:4][CH:5]=[C:6]([CH3:8])[CH:7]=1.[I:15][C:16]1[CH:24]=[CH:23][C:19]([C:20](Cl)=[O:21])=[CH:18][CH:17]=1>>[CH3:1][C:2]1[C:3]([N:9]2[CH2:10][CH2:11][N:12]([C:20]([C:19]3[CH:23]=[CH:24][C:16]([I:15])=[CH:17][CH:18]=3)=[O:21])[CH2:13][CH2:14]2)=[N:4][CH:5]=[C:6]([CH3:8])[CH:7]=1. Procedure details: By reaction and treatment in the same manner as in Preparation Example 8 and using 1-(3,5-dimethylpyridin-2-yl)piperazine (3.8 g) described in Preparation Example 47 and 4-iodobenzoyl chloride (5.3 g), the title compound (8 g) was obtained. Reactants: CC1(C([C@H]([C@@H]1C1=CC=C(C=C1)S(=O)(=O)C)C1=CC=C(C=C1)S(=O)(=O)C)=O)C ((trans)-2,2-Dimethyl-3,4-bis(4-methylsulfonylphenyl)-1-cyclobutanone), C1CC(=O)N(C1=O)Br (NBS). Solvent: C1=CC=CC=C1 (benzene). Product: CC1(C(=C(C1=O)C1=CC=C(C=C1)S(=O)(=O)C)C1=CC=C(C=C1)S(=O)(=O)C)C (4,4-Dimethyl-2,3-bis(4-methylsulfonylphenyl)-2-cyclobuten-1-one). Reaction SMILES: [CH3:1][C:2]1([CH3:27])[C@@H:5]([C:6]2[CH:11]=[CH:10][C:9]([S:12]([CH3:15])(=[O:14])=[O:13])=[CH:8][CH:7]=2)[C@H:4]([C:16]2[CH:21]=[CH:20][C:19]([S:22]([CH3:25])(=[O:24])=[O:23])=[CH:18][CH:17]=2)[C:3]1=[O:26].C1C(=O)N(Br)C(=O)C1>C1C=CC=CC=1>[CH3:1][C:2]1([CH3:27])[C:3](=[O:26])[C:4]([C:16]2[CH:17]=[CH:18][C:19]([S:22]([CH3:25])(=[O:24])=[O:23])=[CH:20][CH:21]=2)=[C:5]1[C:6]1[CH:11]=[CH:10][C:9]([S:12]([CH3:15])(=[O:13])=[O:14])=[CH:8][CH:7]=1. Procedure: To a solution of cyclobutenone from step 2 (530 mg) in benzene was added NBS (350 mg). The mixture was heated to reflux for 1.5 hr in the presence of a sun lamp, cooled to r.t. and the solvent evaporated. The resulting residue was purified by flash chromatography (silica gel; hexane/EtOAc (70:30)) to provide the title compound as a white solid, m.p. 212° C. Starting materials: C(C)(=O)NC=1SC(=C(N1)C(=O)OCC)CC1=CC=CC=C1 (Ethyl 2-(acetylamino)-5-benzyl-1,3-thiazole-4-carboxylate), [BH4-].[Li+] (lithium borohydride). Run in C1CCOC1 (THF). Run at time 12 hour. Product: C(C1=CC=CC=C1)C1=C(N=C(S1)NC(C)=O)C=O (N-(5-benzyl-4-formyl-1,3-thiazol-2-yl)acetamide). Isolated yield 29.3%. Reaction SMILES: [C:1]([NH:4][C:5]1[S:6][C:7]([CH2:15][C:16]2[CH:21]=[CH:20][CH:19]=[CH:18][CH:17]=2)=[C:8]([C:10](OCC)=[O:11])[N:9]=1)(=[O:3])[CH3:2].[BH4-].[Li+]>C1COCC1>[CH2:15]([C:7]1[S:6][C:5]([NH:4][C:1](=[O:3])[CH3:2])=[N:9][C:8]=1[CH:10]=[O:11])[C:16]1[CH:21]=[CH:20][CH:19]=[CH:18][CH:17]=1 |f:1.2|. Procedure details: Ethyl 2-(acetylamino)-5-benzyl-1,3-thiazole-4-carboxylate (1.0 g) was dissolved in THF(20 ml), and then lithium borohydride (124 mg) was added portionwise to the solution at 0° C. The reaction mixture was refluxed for 4.5 hours and quenched with MeOH. The mixture was concentrated in vacuo, and purified by flash column chromatography over silica gel with CHCl3/MeOH (20:1) as an eluent. The residual amorphous substance was dissolved in MeOH (1 ml) and CHCl3 (8 ml). Then manganase(IV) oxide (1.26 g... Reactants: Cc1cc(C(F)(F)F)nn1CC(=O)N1CCC(c2nc(C(=O)N(C)C3CCCc4ccccc43)cs2)CC1, CC(C)[N-]C(C)C, CCOC(=O)Cl, [Li+], C1CCOC1. The product is CCOC(=O)C(C(=O)N1CCC(c2nc(C(=O)N(C)C3CCCc4ccccc43)cs2)CC1)n1nc(C(F)(F)F)cc1C. Reaction SMILES: [CH3:1][N:2]([C:3](=[O:4])[c:5]1[n:6][c:7]([CH:10]2[CH2:11][CH2:12][N:13]([C:16]([CH2:17][n:18]3[n:19][c:20]([C:24]([F:25])([F:26])[F:27])[cH:21][c:22]3[CH3:23])=[O:28])[CH2:14][CH2:15]2)[s:8][cH:9]1)[CH:29]1[CH2:30][CH2:31][CH2:32][c:33]2[cH:34][cH:35][cH:36][cH:37][c:38]21.[CH:39]([N-:40][CH:41]([CH3:42])[CH3:43])([CH3:44])[CH3:45].[Cl:47][C:48](=[O:49])[O:50][CH2:51][CH3:52].[Li+:46].[O:53]1[CH2:54][CH2:55][CH2:56][CH2:57]1>>[CH3:1][N:2]([C:3](=[O:4])[c:5]1[n:6][c:7]([CH:10]2[CH2:11][CH2:12][N:13]([C:16]([CH:17]([n:18]3[n:19][c:20]([C:24]([F:25])([F:26])[F:27])[cH:21][c:22]3[CH3:23])[C:48](=[O:49])[O:50][CH2:51][CH3:52])=[O:28])[CH2:14][CH2:15]2)[s:8][cH:9]1)[CH:29]1[CH2:30][CH2:31][CH2:32][c:33]2[cH:34][cH:35][cH:36][cH:37][c:38]21.